This data is from the Open Reaction Database (ORD), a public repository of structured organic reaction records. The task is: describe an organic reaction: reactants, conditions, products, and yield The reactants are ClC=1C=CC(=C(C1)C1=CC=C(C=C1)/C(=C/CO)/C)OC ((E)-3-(5′-chloro-2′-methoxy-biphenyl-4-yl)-but-2-en-1-ol), C(C)O[C@H](C(=O)OCC)CC1=CC=C(C=C1)O ((S)-ethyl 2-ethoxy-3-(4-hydroxyphenyl)-propionate). Product: C(C)O[C@H](C(=O)OCC)CC1=CC=C(C=C1)OC\C=C(/C)\C1=CC=C(C=C1)C1=C(C=CC(=C1)Cl)OC ((E)-(S)-Ethyl 2-Ethoxy-3-{4-[3-(5′-chloro-2′-methoxy-biphenyl-4-yl)-but-2-enyloxy]-phenyl}-propionate). Isolated yield 61.3%. As a reaction SMILES: [Cl:1][C:2]1[CH:3]=[CH:4][C:5]([O:19][CH3:20])=[C:6]([C:8]2[CH:13]=[CH:12][C:11](/[C:14](/[CH3:18])=[CH:15]/[CH2:16][OH:17])=[CH:10][CH:9]=2)[CH:7]=1.[CH2:21]([O:23][C@@H:24]([CH2:30][C:31]1[CH:36]=[CH:35][C:34](O)=[CH:33][CH:32]=1)[C:25]([O:27][CH2:28][CH3:29])=[O:26])[CH3:22]>>[CH2:21]([O:23][C@@H:24]([CH2:30][C:31]1[CH:32]=[CH:33][C:34]([O:17][CH2:16]/[CH:15]=[C:14](/[C:11]2[CH:12]=[CH:13][C:8]([C:6]3[CH:7]=[C:2]([Cl:1])[CH:3]=[CH:4][C:5]=3[O:19][CH3:20])=[CH:9][CH:10]=2)\[CH3:18])=[CH:35][CH:36]=1)[C:25]([O:27][CH2:28][CH3:29])=[O:26])[CH3:22]. Procedure: The title compound (0.54 g, 61% yield) was prepared from (E)-3-(5′-chloro-2′-methoxy-biphenyl-4-yl)-but-2-en-1-ol (0.50 g, 1.73 mmol) and (S)-ethyl 2-ethoxy-3-(4-hydroxyphenyl)-propionate (0.433 g, 1.82 mmol) by a procedure analogous to that described in example 52 c. The reactants are C(=O)(OCC1=CC=CC=C1)N1CC(C1)C1=C(C=C(C=C1)N1C(O[C@@H](C1)CN=[N+]=[N-])=O)F ((S)-(−)-N-Carbobenzyloxy-3-[2-fluoro-4-[5-azidomethyl-2-oxo-3-oxazolidinyl]phenyl]azetidine), C1(=CC=CC=C1)P(C1=CC=CC=C1)C1=CC=CC=C1 (triphenylphosphine), O (water). Run in C1CCOC1 (THF). Reaction conditions: time 3 hour. Yields the product C(=O)(OCC1=CC=CC=C1)N1CC(C1)C1=C(C=C(C=C1)N1C(O[C@H](C1)CN)=O)F ((S)-(−)-N-Carbobenzyloxy-3-[2-fluoro-4-[5-aminomethyl-2-oxo-3-oxazolidinyl]phenyl]azetidine). As a reaction SMILES: [C:1]([N:11]1[CH2:14][CH:13]([C:15]2[CH:20]=[CH:19][C:18]([N:21]3[CH2:25][C@@H:24]([CH2:26][N:27]=[N+]=[N-])[O:23][C:22]3=[O:30])=[CH:17][C:16]=2[F:31])[CH2:12]1)([O:3][CH2:4][C:5]1[CH:10]=[CH:9][CH:8]=[CH:7][CH:6]=1)=[O:2].C1(P(C2C=CC=CC=2)C2C=CC=CC=2)C=CC=CC=1.O>C1COCC1>[C:1]([N:11]1[CH2:14][CH:13]([C:15]2[CH:20]=[CH:19][C:18]([N:21]3[CH2:25][C@H:24]([CH2:26][NH2:27])[O:23][C:22]3=[O:30])=[CH:17][C:16]=2[F:31])[CH2:12]1)([O:3][CH2:4][C:5]1[CH:10]=[CH:9][CH:8]=[CH:7][CH:6]=1)=[O:2]. Procedure: To a stirred solution of (S)-(−)-N-carbobenzyloxy-3-[2-fluoro-4-[5-azidomethyl-2-oxo-3-oxazolidinyl]phenyl]azetidine (Example 81, Step 7, 1.63 g, 3.84 mmol) in dry THF (20 mL) was added triphenylphosphine (1.11 g, 4.23 mmol). After 3 hr, water (0.69 mL, 38.4 mmol) was added and the reaction stirred for 2 days at which time the solvents were evaporated. The residue was chromatographed over silica gel (150 g, 40-60 μm) eluting with 5-10% methanol-chloroform. The title compound was isolated as a vi... Starting materials: ClCCCCC1N(C(CC1)C1=CC=C(C=C1)F)S(=O)(=O)C1=CC=C(C=C1)C ((2RS,5RS)-2-(4-chloro-butyl)-5-(4-fluoro-phenyl)-1-(toluene-4-sulfonyl)-pyrrolidine), N1N=CC=C1 (1H-pyrazole). Yields the product FC1=CC=C(C=C1)C1CCC(N1S(=O)(=O)C1=CC=C(C=C1)C)CCCCN1N=CC=C1 ((2RS,5RS)-1-{4-[5-(4-Fluoro-phenyl)-1-(toluene-4-sulfonyl)-pyrrolidin-2-yl]-butyl}-1H-pyrazole). RXN SMILES: Cl[CH2:2][CH2:3][CH2:4][CH2:5][CH:6]1[CH2:10][CH2:9][CH:8]([C:11]2[CH:16]=[CH:15][C:14]([F:17])=[CH:13][CH:12]=2)[N:7]1[S:18]([C:21]1[CH:26]=[CH:25][C:24]([CH3:27])=[CH:23][CH:22]=1)(=[O:20])=[O:19].[NH:28]1[CH:32]=[CH:31][CH:30]=[N:29]1>>[F:17][C:14]1[CH:15]=[CH:16][C:11]([CH:8]2[N:7]([S:18]([C:21]3[CH:22]=[CH:23][C:24]([CH3:27])=[CH:25][CH:26]=3)(=[O:19])=[O:20])[CH:6]([CH2:5][CH2:4][CH2:3][CH2:2][N:28]3[CH:32]=[CH:31][CH:30]=[N:29]3)[CH2:10][CH2:9]2)=[CH:12][CH:13]=1. Procedure: The title compound, colorless oil, MS: m/e=442.4 (M+H+), was prepared in accordance with the general method of example 82b from (2RS,5RS)-2-(4-chloro-butyl)-5-(4-fluoro-phenyl)-1-(toluene-4-sulfonyl)-pyrrolidine and 1H-pyrazole. Reactants: CC(C)=O, FC(F)(F)c1cn[nH]c1. Product: OCn1cc(C(F)(F)F)cn1. Reaction SMILES: [CH3:10][C:11]([CH3:12])=[O:13].[F:1][C:2]([c:3]1[cH:4][n:5][nH:6][cH:7]1)([F:8])[F:9]>>[F:1][C:2]([c:3]1[cH:4][n:5][n:6]([CH2:11][OH:13])[cH:7]1)([F:8])[F:9]. Starting materials: O (water), ClC=1C(=NC2=CC=CC=C2N1)C(=O)Cl (3-chloroquinoxaline-2-carbonyl chloride), NC1=CC(=NC=C1)C(=O)OC (methyl 4-aminopyridine-2-carboxylate), N1=CC=CC=C1 (pyridine). Run in ClCCl (dichloromethane), ClCCl (dichloromethane). Yields the product ClC=1C(=NC2=CC=CC=C2N1)C(=O)NC1=CC(=NC=C1)C(=O)OC (methyl 4-[(3-chloroquinoxaline-2-carbonyl)amino]pyridine-2-carboxylate). Isolated yield 55.7%. Reaction SMILES: [Cl:1][C:2]1[C:3]([C:12](Cl)=[O:13])=[N:4][C:5]2[C:10]([N:11]=1)=[CH:9][CH:8]=[CH:7][CH:6]=2.[NH2:15][C:16]1[CH:21]=[CH:20][N:19]=[C:18]([C:22]([O:24][CH3:25])=[O:23])[CH:17]=1.N1C=CC=CC=1.O>ClCCl>[Cl:1][C:2]1[C:3]([C:12]([NH:15][C:16]2[CH:21]=[CH:20][N:19]=[C:18]([C:22]([O:24][CH3:25])=[O:23])[CH:17]=2)=[O:13])=[N:4][C:5]2[C:10]([N:11]=1)=[CH:9][CH:8]=[CH:7][CH:6]=2. Procedure: A solution of 3-chloroquinoxaline-2-carbonyl chloride (3.14 g, 13.83 mmol) in dichloromethane (30.19 mL) was added dropwise to a mixture of methyl 4-aminopyridine-2-carboxylate (2.10 g, 13.83 mmol), pyridine (3.36 mL, 41.49 mmol) and dichloromethane (43.49 mL) at 0° C. The mixture was stirred and allowed to warm up to room temperature for 2 hrs. To the reaction, water (100 mL) was added and a precipitate formed. The solid was isolated by filtration, washed with water (1×40 mL) and hexanes (2×50 ...